Dataset: the Open Reaction Database (ORD), a public repository of structured organic reaction records. Task: describe an organic reaction: reactants, conditions, products, and yield The reactants are BrC=1C=NN(C1)CCCl (4-bromo-1-(2-chloroethyl)-1H-pyrazole), Intermediate 29, C1(C=2C(C(N1)=O)=CC=CC2)=O.[K] (potassium phthalimide). Run in CN(C=O)C (N,N-Dimethylformamide). Run at temperature 120 celsius, time 20 hour. The product is BrC=1C=NN(C1)CCN1C(C2=CC=CC=C2C1=O)=O (2-[2-(4-bromo-1H-pyrazol-1-yl)ethyl]-1H-isoindole-1,3(2H)-dione). RXN SMILES: [Br:1][C:2]1[CH:3]=[N:4][N:5]([CH2:7][CH2:8]Cl)[CH:6]=1.[C:10]1(=[O:20])[NH:14][C:13](=[O:15])[C:12]2=[CH:16][CH:17]=[CH:18][CH:19]=[C:11]12.[K]>CN(C)C=O>[Br:1][C:2]1[CH:3]=[N:4][N:5]([CH2:7][CH2:8][N:14]2[C:10](=[O:20])[C:11]3[C:12](=[CH:16][CH:17]=[CH:18][CH:19]=3)[C:13]2=[O:15])[CH:6]=1 |f:1.2,^1:20|. Procedure details: 4-bromo-1-(2-chloroethyl)-1H-pyrazole (for a preparation see Intermediate 29) (120 mg, 0.573 mmol) was mixed with potassium phthalimide (159 mg, 0.859 mmol), dissolved in N,N-Dimethylformamide (DMF) (4 mL) and stirred under nitrogen at 120° C. for 20 hours. The reaction was left to cool to room temperature and the product was partitioned between distilled water (20 mL) and EtOAc (60 mL). The aqueous layer was extracted with EtOAc (60 mL) and the organic fractions were combined, washed (brine, 30... Reactants: NC1=CC=CC=C1 (aniline), NC(=O)N (urea), C12CN(CC(CC1)O2)C2=C1C(=NC(=N2)C2=CC=C(C=C2)NC(=O)NCC)N(N=C1)C1CCN(CC1)C(=O)OCC (ethyl 4-(4-(8-oxa-3-azabicyclo[3.2.1]octan-3-yl)-6-(4-(3-ethylureido)phenyl)-1H-pyrazolo[3,4-d]pyrimidin-1-yl)piperidine-1-carboxylate), NC=1C=NC(=CC1)N1CCOCC1 (3-amino-6-morpholinopyridine). Product: C12CN(CC(CC1)O2)C2=C1C(=NC(=N2)C2=CC=C(C=C2)NC(=O)NC=2C=NC(=CC2)N2CCOCC2)N(N=C1)C (1-(4-(4-(8-oxa-3-azabicyclo[3.2.1]octan-3-yl)-1-methyl-1H-pyrazolo[3,4-d]pyrimidin-6-yl)phenyl)-3-(6-morpholinopyridin-3-yl)urea). As a reaction SMILES: NC(N)=O.[CH:5]12[O:12][CH:9]([CH2:10][CH2:11]1)[CH2:8][N:7]([C:13]1[N:18]=[C:17]([C:19]3[CH:24]=[CH:23][C:22]([NH:25][C:26]([NH:28][CH2:29][CH3:30])=[O:27])=[CH:21][CH:20]=3)[N:16]=[C:15]3[N:31]([CH:34]4CCN(C(OCC)=O)CC4)[N:32]=[CH:33][C:14]=13)[CH2:6]2.NC1C=[N:48][C:49]([N:52]2[CH2:57][CH2:56][O:55][CH2:54][CH2:53]2)=[CH:50][CH:51]=1.NC1C=CC=CC=1>>[CH:5]12[O:12][CH:9]([CH2:10][CH2:11]1)[CH2:8][N:7]([C:13]1[N:18]=[C:17]([C:19]3[CH:20]=[CH:21][C:22]([NH:25][C:26]([NH:28][C:29]4[CH:30]=[N:48][C:49]([N:52]5[CH2:57][CH2:56][O:55][CH2:54][CH2:53]5)=[CH:50][CH:51]=4)=[O:27])=[CH:23][CH:24]=3)[N:16]=[C:15]3[N:31]([CH3:34])[N:32]=[CH:33][C:14]=13)[CH2:6]2. Procedure: A urea formation procedure similar to that used for the synthesis of ethyl 4-(4-(8-oxa-3-azabicyclo[3.2.1]octan-3-yl)-6-(4-(3-ethylureido)phenyl)-1H-pyrazolo[3,4-d]pyrimidin-1-yl)piperidine-1-carboxylate is used, utilizing 3-amino-6-morpholinopyridine as the aniline component. (26%, MS=542.3 (M+H)) The reactants are [OH-].[Na+] (sodium hydroxide), CC[C@@H]1[C@@]([C@@H]([C@H](C(=O)[C@@H](C[C@@]([C@@H]([C@H]([C@@H]([C@H](C(=O)O1)C)O[C@H]2C[C@@]([C@H]([C@@H](O2)C)O)(C)OC)C)O[C@H]3[C@@H]([C@H](C[C@H](O3)C)N(C)C)O)(C)O)C)C)O)(C)O (Erythromycin A), B([O-])(OB([O-])[O-])F.B([O-])(OB([O-])[O-])F.B([O-])(OB([O-])[O-])F.B([O-])(OB([O-])[O-])F.B([O-])(OB([O-])[O-])F.B([O-])(OB([O-])[O-])F.B([O-])(OB([O-])[O-])F.N1=CC=CC=C1.F[N+]1=CC=CC=C1.F[N+]1=CC=CC=C1.F[N+]1=CC=CC=C1.F[N+]1=CC=CC=C1.F[N+]1=CC=CC=C1.F[N+]1=CC=CC=C1.F[N+]1=CC=CC=C1.F[N+]1=CC=CC=C1.F[N+]1=CC=CC=C1.F[N+]1=CC=CC=C1.F[N+]1=CC=CC=C1.F[N+]1=CC=CC=C1.F[N+]1=CC=CC=C1.F[N+]1=CC=CC=C1.F[N+]1=CC=CC=C1.F[N+]1=CC=CC=C1.F[N+]1=CC=CC=C1.F[N+]1=CC=CC=C1.F[N+]1=CC=CC=C1.F[N+]1=CC=CC=C1.F[N+]1=CC=CC=C1 (N-fluoropyridinium pyridine heptafluorodiborate). Solvent: C(C)(=O)O (acetic acid). Run at time 2 hour. Yields the product CC[C@@H]1[C@@]([C@@H]([C@H](C(=O)[C@@](C[C@@]([C@@H]([C@H]([C@@H]([C@H](C(=O)O1)C)O[C@H]2C[C@@]([C@H]([C@@H](O2)C)O)(C)OC)C)O[C@H]3[C@@H]([C@H](C[C@H](O3)C)N(C)C)O)(C)O)(C)F)C)O)(C)O (flurithromycin). The yield is 11.0%. As a reaction SMILES: [CH3:1][CH2:2][C@H:3]1[O:18][C:16](=[O:17])[C@H:15]([CH3:19])[C@@H:14]([O:20][C@@H:21]2[O:26][C@@H:25]([CH3:27])[C@H:24]([OH:28])[C@@:23]([O:30][CH3:31])([CH3:29])[CH2:22]2)[C@H:13]([CH3:32])[C@@H:12]([O:33][C@@H:34]2[O:39][C@H:38]([CH3:40])[CH2:37][C@H:36]([N:41]([CH3:43])[CH3:42])[C@H:35]2[OH:44])[C@@:11]([OH:46])([CH3:45])[CH2:10][C@@H:9]([CH3:47])[C:7](=[O:8])[C@H:6]([CH3:48])[C@@H:5]([OH:49])[C@@:4]1([OH:51])[CH3:50].[OH-].[Na+].B([F:60])(OB([O-])[O-])[O-].B(F)(OB([O-])[O-])[O-].B(F)(OB([O-])[O-])[O-].B(F)(OB([O-])[O-])[O-].B(F)(OB([O-])[O-])[O-].B(F)(OB([O-])[O-])[O-].B(F)(OB([O-])[O-])[O-].N1C=CC=CC=1.F[N+]1C=CC=CC=1.F[N+]1C=CC=CC=1.F[N+]1C=CC=CC=1.F[N+]1C=CC=CC=1.F[N+]1C=CC=CC=1.F[N+]1C=CC=CC=1.F[N+]1C=CC=CC=1.F[N+]1C=CC=CC=1.F[N+]1C=CC=CC=1.F[N+]1C=CC=CC=1.F[N+]1C=CC=CC=1.F[N+]1C=CC=CC=1.F[N+]1C=CC=CC=1.F[N+]1C=CC=CC=1.F[N+]1C=CC=CC=1.F[N+]1C=CC=CC=1.F[N+]1C=CC=CC=1.F[N+]1C=CC=CC=1.F[N+]1C=CC=CC=1.F[N+]1C=CC=CC=1.F[N+]1C=CC=CC=1>C(O)(=O)C>[CH3:1][CH2:2][C@H:3]1[O:18][C:16](=[O:17])[C@H:15]([CH3:19])[C@@H:14]([O:20][C@@H:21]2[O:26][C@@H:25]([CH3:27])[C@H:24]([OH:28])[C@@:23]([O:30][CH3:31])([CH3:29])[CH2:22]2)[C@H:13]([CH3:32])[C@@H:12]([O:33][C@@H:34]2[O:39][C@H:38]([CH3:40])[CH2:37][C@H:36]([N:41]([CH3:42])[CH3:43])[C@H:35]2[OH:44])[C@@:11]([OH:46])([CH3:45])[CH2:10][C@@:9]([F:60])([CH3:47])[C:7](=[O:8])[C@H:6]([CH3:48])[C@@H:5]([OH:49])[C@@:4]1([OH:51])[CH3:50] |f:1.2,3.4.5.6.7.8.9.10.11.12.13.14.15.16.17.18.19.20.21.22.23.24.25.26.27.28.29.30.31|. Procedure: Erythromycin A (0.5 g, 0.681 mmole) was dissolved in glacial acetic acid (4 mL) at room temperature and stirred for 2 hours. The pH of the mixture was adjusted to 4.3 with 6N sodium hydroxide (approx. 1.2 mL) while the temperature was maintained below 20° C. N-fluoropyridinium pyridine heptafluorodiborate (0.25 g, 0.75 mmole) was added and stirring continued for an additional 2 hours at 22° C. The reaction was worked up in the same manner as Example 1 to afford an 11% yield of crude flurithromyc... Starting materials: CS(C)=O, C[S+](C)C, CC(C)(Cc1ccc(Cl)cc1Cl)C(=O)Cn1cncn1, [I-], C1CCOC1, O. Yields the product CC(C)(Cc1ccc(Cl)cc1Cl)C1(Cn2cncn2)CO1. As a reaction SMILES: [CH3:27][S:28](=[O:29])[CH3:30].[CH3:2][S+:3]([CH3:4])[CH3:5].[Cl:6][c:7]1[c:8]([CH2:14][C:15]([C:16]([CH2:17][n:18]2[n:19][cH:20][n:21][cH:22]2)=[O:23])([CH3:24])[CH3:25])[cH:9][cH:10][c:11]([Cl:13])[cH:12]1.[I-:1].[O:31]1[CH2:32][CH2:33][CH2:34][CH2:35]1.[OH2:26]>>[CH2:2]1[C:16]([C:15]([CH2:14][c:8]2[c:7]([Cl:6])[cH:12][c:11]([Cl:13])[cH:10][cH:9]2)([CH3:24])[CH3:25])([CH2:17][n:18]2[n:19][cH:20][n:21][cH:22]2)[O:23]1.